This data is from the Open Reaction Database (ORD), a public repository of structured organic reaction records. The task is: describe an organic reaction: reactants, conditions, products, and yield The reactants are CN(C)CC1OC2=CC=CC=C2C(C1)(C1=CC=C(C=C1)Cl)O (2-(N,N-dimethylaminomethyl)-4-hydroxy-4 (4'-chlorophenyl)-chroman), CC1=CC=C(C=C1)S(=O)(=O)O (tosic acid), O (water). Solvent: C1=CC=CC=C1 (benzene). The product is CN(C)CC1OC2=CC=CC=C2C(=C1)C1=CC=C(C=C1)Cl (2-(N,N-dimethylaminomethyl)-4-(4-chlorophenyl)-3-chromene). Yield: 84.8%. Reaction SMILES: [CH3:1][N:2]([CH2:4][CH:5]1[CH2:14][C:13](O)([C:15]2[CH:20]=[CH:19][C:18]([Cl:21])=[CH:17][CH:16]=2)[C:12]2[C:7](=[CH:8][CH:9]=[CH:10][CH:11]=2)[O:6]1)[CH3:3].CC1C=CC(S(O)(=O)=O)=CC=1.O>C1C=CC=CC=1>[CH3:3][N:2]([CH2:4][CH:5]1[CH:14]=[C:13]([C:15]2[CH:16]=[CH:17][C:18]([Cl:21])=[CH:19][CH:20]=2)[C:12]2[C:7](=[CH:8][CH:9]=[CH:10][CH:11]=2)[O:6]1)[CH3:1]. Procedure details: A solution of 2-(N,N-dimethylaminomethyl)-4-hydroxy-4 (4'-chlorophenyl)-chroman (1.35 g) and tosic acid (10 mg) in benzene (75 ml) was heated under reflux with azeotropic removal of water for 31/2 hours. The solvent was removed under reduced pressure, the residue taken up in diethyl ether and washed with 2 N sodium hydroxide (20 ml). The organic phase was dried (MgSO4) and evaporated to give the title compound (1.08 g) as an oil. Reactants: ClC1=NC(=C2C(=N1)N(N=C2)C)OC2=CC(=CC=C2)OC (6-Chloro-4-(3-methoxy-phenoxy)-1-methyl-1H-pyrazolo[3,4-d]pyrimidine), NC1=NC=C(C=C1)B1OC(C)(C)C(C)(C)O1 (2-aminopyridine-5-boronic acid pinacol ester). Product: COC=1C=C(OC2=C3C(=NC(=N2)C=2C=CC(=NC2)N)N(N=C3)C)C=CC1 (5-(4-(3-methoxyphenoxy)-1-methyl-1H-pyrazolo[3,4-d]pyrimidin-6-yl)pyridin-2-amine). RXN SMILES: Cl[C:2]1[N:7]=[C:6]2[N:8]([CH3:11])[N:9]=[CH:10][C:5]2=[C:4]([O:12][C:13]2[CH:18]=[CH:17][CH:16]=[C:15]([O:19][CH3:20])[CH:14]=2)[N:3]=1.[NH2:21][C:22]1[CH:27]=[CH:26][C:25](B2OC(C)(C)C(C)(C)O2)=[CH:24][N:23]=1>>[CH3:20][O:19][C:15]1[CH:14]=[C:13]([CH:18]=[CH:17][CH:16]=1)[O:12][C:4]1[N:3]=[C:2]([C:25]2[CH:26]=[CH:27][C:22]([NH2:21])=[N:23][CH:24]=2)[N:7]=[C:6]2[N:8]([CH3:11])[N:9]=[CH:10][C:5]=12. Reported procedure: 6-Chloro-4-(3-methoxy-phenoxy)-1-methyl-1H-pyrazolo[3,4-d]pyrimidine (80 mg) was coupled to 2-aminopyridine-5-boronic acid pinacol ester via General Procedure A. The product was purified by reverse phase HPLC to yield 47.3 mg of 125. MS (Q1) 349.2 (M)+ The reactants are CCOC(=O)C(Br)CC, O=C([O-])[O-], CCOC(C)=O, CN(C)C=O, [K+], [K+], O=Cc1cccc(O)c1. The product is CCOC(=O)C(CC)Oc1cccc(C=O)c1. Reaction SMILES: [Br:16][CH:17]([C:18](=[O:19])[O:20][CH2:21][CH3:22])[CH2:23][CH3:24].[C:10](=[O:11])([O-:12])[O-:13].[CH3:25][CH2:26][O:27][C:28](=[O:29])[CH3:30].[CH3:31][N:32]([CH3:33])[CH:34]=[O:35].[K+:14].[K+:15].[OH:1][c:2]1[cH:3][c:4]([CH:5]=[O:6])[cH:7][cH:8][cH:9]1>>[O:1]([c:2]1[cH:3][c:4]([CH:5]=[O:6])[cH:7][cH:8][cH:9]1)[CH:17]([C:18](=[O:19])[O:20][CH2:21][CH3:22])[CH2:23][CH3:24].